From a dataset of the Open Reaction Database (ORD), a public repository of structured organic reaction records. describe an organic reaction: reactants, conditions, products, and yield Starting materials: NC1=CC(=C(C=C1C)O)C (4-Amino-2,5-dimethylphenol), [H-].[Na+] (sodium hydride), BrC1=NC(=NS1)C1=CC=CC=C1 (5-bromo-3-phenyl-1,2,4-thiadiazole). Solvent: ice water, CN(C=O)C (dimethylformamide). Reaction conditions: time 30 minute. Product: CC1=C(C=C(C(=C1)OC1=NC(=NS1)C1=CC=CC=C1)C)N (2,5-dimethyl-4-[(3-phenyl-1,2,4-thiadiazol-5-yl)oxy]phenylamine). As a reaction SMILES: [NH2:1][C:2]1[C:7]([CH3:8])=[CH:6][C:5]([OH:9])=[C:4]([CH3:10])[CH:3]=1.[H-].[Na+].Br[C:14]1[S:18][N:17]=[C:16]([C:19]2[CH:24]=[CH:23][CH:22]=[CH:21][CH:20]=2)[N:15]=1>CN(C)C=O>[CH3:8][C:7]1[CH:6]=[C:5]([O:9][C:14]2[S:18][N:17]=[C:16]([C:19]3[CH:24]=[CH:23][CH:22]=[CH:21][CH:20]=3)[N:15]=2)[C:4]([CH3:10])=[CH:3][C:2]=1[NH2:1] |f:1.2|. Reported procedure: 4-Amino-2,5-dimethylphenol (10.5 g) is added at room temperature to a suspension of sodium hydride (60% dispersion in mineral oil, 3 g) in anhydrous dimethylformamide (300 ml). The reaction mixture is stirred for 30 minutes and 5-bromo-3-phenyl-1,2,4-thiadiazole (18 g) prepared according to Chem. Ber. 1961, 94, 2043 is then added slowly. After stirring for 15 h, the reaction mixture is diluted in ice-water and then extracted with diethyl ether. Drying over magnesium sulphate followed by concentr... Reactants: BrC1=CC=C(C=C1)C1(CC2(C1)OCCO2)C(=O)O (2-(4-Bromophenyl)-5,8-dioxaspiro[3.4]octane-2-carboxylic acid), CCN(C(C)C)C(C)C (DIPEA), C(C)(C)(C)O (tert-butanol), C=1C=CC(=CC1)P(=O)(C=2C=CC=CC2)N=[N+]=[N-] (DPPA), C([O-])(O)=O.[Na+] (sodium bicarbonate). Conditions: temperature 100 celsius. Product: BrC1=CC=C(C=C1)C1(CC2(C1)OCCO2)NC(OC(C)(C)C)=O (tert-Butyl [2-(4-bromophenyl)-5,8-dioxaspiro[3.4]oct-2-yl]carbamate). Reaction SMILES: [Br:1][C:2]1[CH:7]=[CH:6][C:5]([C:8]2(C(O)=O)[CH2:11][C:10]3([O:15][CH2:14][CH2:13][O:12]3)[CH2:9]2)=[CH:4][CH:3]=1.CC[N:21]([CH:25](C)C)C(C)C.[C:28]([OH:32])([CH3:31])([CH3:30])[CH3:29].C1C=CC(P(N=[N+]=[N-])(C2C=CC=CC=2)=[O:40])=CC=1.C(=O)(O)[O-].[Na+]>>[Br:1][C:2]1[CH:3]=[CH:4][C:5]([C:8]2([NH:21][C:25](=[O:40])[O:32][C:28]([CH3:31])([CH3:30])[CH3:29])[CH2:9][C:10]3([O:12][CH2:13][CH2:14][O:15]3)[CH2:11]2)=[CH:6][CH:7]=1 |f:4.5|. Reported procedure: To a solution of 2-(4-bromophenyl)-5,8-dioxaspiro[3.4]octane-2-carboxylic acid (1-4) (40.7 g, 130 mmol) and DIPEA (22.7 mL, 130 mmol) in tert-butanol (231 mL, 3.25 mol) was added DPPA (35.8 g, 130 mmol) and the reaction was heated to 100° C. overnight under N2. The reaction mixture was poured into saturated sodium bicarbonate, extracted with EtOAc, dried over sodium sulfate, filtered and concentrated. The crude residue was purified by column chromatography eluting with 7-50% EtOAc/Hexane. The ap... Starting materials: COc1ccccc1N=C=O, CO, Cl, Cc1ccccc1C(=O)c1cnc(NCCCN)s1. Yields the product COc1ccccc1NC(=O)NCCCNc1ncc(C(=O)c2ccccc2C)s1. RXN SMILES: [CH3:21][O:22][c:23]1[c:24]([N:29]=[C:30]=[O:31])[cH:25][cH:26][cH:27][cH:28]1.[CH3:32][OH:33].[ClH:1].[NH2:2][CH2:3][CH2:4][CH2:5][NH:6][c:7]1[s:8][c:9]([C:12](=[O:13])[c:14]2[c:15]([CH3:20])[cH:16][cH:17][cH:18][cH:19]2)[cH:10][n:11]1>>[NH:2]([CH2:3][CH2:4][CH2:5][NH:6][c:7]1[s:8][c:9]([C:12](=[O:13])[c:14]2[c:15]([CH3:20])[cH:16][cH:17][cH:18][cH:19]2)[cH:10][n:11]1)[C:30]([NH:29][c:24]1[c:23]([O:22][CH3:21])[cH:28][cH:27][cH:26][cH:25]1)=[O:31]. The reactants are C(C)(C)[Mg]Cl (isopropyl magnesium chloride), ClC1=CC(=CC(=N1)C#N)C1=C(C=CC(=C1)OCC)F (6-chloro-4-(5-ethoxy-2-fluoro-phenyl)pyridine-2-carbonitrile), CN1CCCC1=O (NMP), Fe(acac)3. The solvent is C1CCOC1 (THF), C1CCOC1 (THF), CCOCC (ether). Reaction conditions: temperature 0 celsius. The product is C(C)OC=1C=CC(=C(C1)C1=CC(=NC(=C1)C(C)C)C#N)F (4-(5-Ethoxy-2-fluoro-phenyl)-6-isopropyl-pyridine-2-carbonitrile). RXN SMILES: Cl[C:2]1[N:7]=[C:6]([C:8]#[N:9])[CH:5]=[C:4]([C:10]2[CH:15]=[C:14]([O:16][CH2:17][CH3:18])[CH:13]=[CH:12][C:11]=2[F:19])[CH:3]=1.CN1C(=O)[CH2:24][CH2:23][CH2:22]1.C([Mg]Cl)(C)C>C1COCC1.CCOCC>[CH2:17]([O:16][C:14]1[CH:13]=[CH:12][C:11]([F:19])=[C:10]([C:4]2[CH:3]=[C:2]([CH:23]([CH3:24])[CH3:22])[N:7]=[C:6]([C:8]#[N:9])[CH:5]=2)[CH:15]=1)[CH3:18]. Procedure details: A mixture of 6-chloro-4-(5-ethoxy-2-fluoro-phenyl)pyridine-2-carbonitrile (which may be prepared as described in Description 113) (1.5 g, 5.42 mmol) NMP (2.61 mL, 27.07 mmol) and Fe(acac)3 (95.73 mg, 0.2700 mmol) in THF (27.106 mL) was stirred at 0° C. and treated with 2M isopropyl magnesium chloride in THF (7.59 mmol) and the mixture was stirred at 0° C. for 30 mins. The mixture was diluted with ether (200 ml) and quenched with brine. The product was extracted into ether (3x) and the extracts w... The reactants are C(C1=CC=CC=C1)N1C(C(NC(C1)=O)CC1=CC=CC=C1)=O ((±)-1,3-Dibenzylpiperazine-2,5-dione), [H-].[H-].[H-].[H-].[Li+].[Al+3] (LiAlH4). RXN SMILES: [CH2:1]([N:8]1[CH2:13][C:12](=O)[NH:11][CH:10]([CH2:15][C:16]2[CH:21]=[CH:20][CH:19]=[CH:18][CH:17]=2)[C:9]1=O)[C:2]1[CH:7]=[CH:6][CH:5]=[CH:4][CH:3]=1.[H-].[H-].[H-].[H-].[Li+].[Al+3]>C1COCC1>[CH2:1]([N:8]1[CH2:13][CH2:12][NH:11][CH:10]([CH2:15][C:16]2[CH:21]=[CH:20][CH:19]=[CH:18][CH:17]=2)[CH2:9]1)[C:2]1[CH:3]=[CH:4][CH:5]=[CH:6][CH:7]=1 |f:1.2.3.4.5.6|. Run in C1CCOC1 (THF). Procedure details: To a 0° C. suspension of dione 6 (1.38 g, 4.7 mmol) in dry THF (120 mL) was added LiAlH4 (0.713 g, 18.8 mmol) in two portions. The mixture was maintained on ice for 15 min, then the reaction was heated at reflux for 2.5 h. The solution was cooled and stirred for an additional 19 h then the excess LiAlH4 was quenched by the careful, sequential addition of 0.7 mL water, 1.3 mL 4 M NaOH and 0.7 mL water. The solids that formed will filtered (Celite) and the filtrate concentrated to provide 7 as a p... The product is C(C1=CC=CC=C1)N1CC(NCC1)CC1=CC=CC=C1 ((±)-1,3-Dibenzylpiperazine). Isolated yield 103.0%. Reaction conditions: time 19 hour. The reactants are Cl.N1(CCNCC1)C1=NN(C2=CC=CC=C12)C1=CC=C(C=C1)C(F)(F)F (3-(1-piperazinyl)-1-[4-(trifluoromethyl)phenyl]-1H-indazole hydrochloride), BrCCC1=CC=CC=C1 ((2-bromoethyl)benzene), C([O-])([O-])=O.[K+].[K+] (potassium carbonate), CN(C=O)C (dimethylformamide). The solvent is O (water). Reaction conditions: time 8 hour. Product: C1(=CC=CC=C1)CCN1CCN(CC1)C1=NN(C2=CC=CC=C12)C1=CC=C(C=C1)C(F)(F)F (3-[4-(2-phenylethyl)-1-piperazinyl]-1-[4-(trifluoromethyl)phenyl]-1H-indazole). Yield: 91.3%. Reaction SMILES: Cl.[N:2]1([C:8]2[C:16]3[C:11](=[CH:12][CH:13]=[CH:14][CH:15]=3)[N:10]([C:17]3[CH:22]=[CH:21][C:20]([C:23]([F:26])([F:25])[F:24])=[CH:19][CH:18]=3)[N:9]=2)[CH2:7][CH2:6][NH:5][CH2:4][CH2:3]1.Br[CH2:28][CH2:29][C:30]1[CH:35]=[CH:34][CH:33]=[CH:32][CH:31]=1.C(=O)([O-])[O-].[K+].[K+].CN(C)C=O>O>[C:30]1([CH2:29][CH2:28][N:5]2[CH2:6][CH2:7][N:2]([C:8]3[C:16]4[C:11](=[CH:12][CH:13]=[CH:14][CH:15]=4)[N:10]([C:17]4[CH:22]=[CH:21][C:20]([C:23]([F:26])([F:24])[F:25])=[CH:19][CH:18]=4)[N:9]=3)[CH2:3][CH2:4]2)[CH:35]=[CH:34][CH:33]=[CH:32][CH:31]=1 |f:0.1,3.4.5|. Procedure details: A stirred mixture of 4.0 g of 3-(1-piperazinyl)-1-[4-(trifluoromethyl)phenyl]-1H-indazole hydrochloride, 2.4 g of (2-bromoethyl)benzene, 1.8 g of potassium carbonate and 60 ml of dimethylformamide was heated, under nitrogen, at 70°-75° for 8 hours, and then stirred at ambient temperature for 8 hours. The reaction mixture was poured into water, and the aqueous mixture extracted with ethyl acetate. The extract was washed with water, dried over anhydrous magnesium sulfate and concentrated to an oil...